From a dataset of the Open Reaction Database (ORD), a public repository of structured organic reaction records. describe an organic reaction: reactants, conditions, products, and yield Procedure: To a solution of (2S,4S)-4-benzoylthio-2-(1-methyl-1H-tetrazol-5-yl)thiomethyl-1-(4-nitrobenzyloxycarbonyl)pyrrolidine (1.60 g) in methanol (30 ml) was added sodium methoxide (28% solution in methanol) (0.78 ml) under ice-cooling. After stirring at the same temperature for 30 minutes, to this solution was added glacial acetic acid (1 ml). The mixture was concentrated under reduced pressure to give a residue. The residue was dissolved in ethyl acetate (100 ml). The solution was washed with satura... Run in C(C)(=O)OCC (ethyl acetate), CO (methanol). Starting materials: C(C1=CC=CC=C1)(=O)S[C@H]1C[C@H](N(C1)C(=O)OCC1=CC=C(C=C1)[N+](=O)[O-])CSC1=NN=NN1C ((2S,4S)-4-benzoylthio-2-(1-methyl-1H-tetrazol-5-yl)thiomethyl-1-(4-nitrobenzyloxycarbonyl)pyrrolidine), C[O-].[Na+] (sodium methoxide), C(C)(=O)O (acetic acid). The product is S[C@H]1C[C@H](N(C1)C(=O)OCC1=CC=C(C=C1)[N+](=O)[O-])CSC1=NN=NN1C ((2S,4S)-4-mercapto-2-(1-methyl-1H-tetrazol-5-yl)thiomethyl-1-(4-nitrobenzyloxycarbonyl)pyrrolidine). The yield is 61.1%. Reaction conditions: time 30 minute. As a reaction SMILES: C([S:9][C@@H:10]1[CH2:14][N:13]([C:15]([O:17][CH2:18][C:19]2[CH:24]=[CH:23][C:22]([N+:25]([O-:27])=[O:26])=[CH:21][CH:20]=2)=[O:16])[C@H:12]([CH2:28][S:29][C:30]2[N:34]([CH3:35])[N:33]=[N:32][N:31]=2)[CH2:11]1)(=O)C1C=CC=CC=1.C[O-].[Na+].C(O)(=O)C>CO.C(OCC)(=O)C>[SH:9][C@@H:10]1[CH2:14][N:13]([C:15]([O:17][CH2:18][C:19]2[CH:20]=[CH:21][C:22]([N+:25]([O-:27])=[O:26])=[CH:23][CH:24]=2)=[O:16])[C@H:12]([CH2:28][S:29][C:30]2[N:34]([CH3:35])[N:33]=[N:32][N:31]=2)[CH2:11]1 |f:1.2|. As a reaction SMILES: [Cl:1][C:2]1[N:7]=[C:6]([C:8]2[CH:9]=[N:10][C:11]([NH2:14])=[N:12][CH:13]=2)[CH:5]=[C:4](Cl)[N:3]=1.[NH:16]1[CH2:21][CH2:20][O:19][CH2:18][CH2:17]1>C(#N)C>[Cl:1][C:2]1[N:7]=[C:6]([C:8]2[CH:9]=[N:10][C:11]([NH2:14])=[N:12][CH:13]=2)[CH:5]=[C:4]([N:16]2[CH2:21][CH2:20][O:19][CH2:18][CH2:17]2)[N:3]=1. Starting materials: ClC1=NC(=CC(=N1)C=1C=NC(=NC1)N)Cl (2,6-dichloro-4,5′-bipyrimidin-2′-amine), N1CCOCC1 (morpholine). Reported procedure: According to Method 6, the reaction of 2,6-dichloro-4,5′-bipyrimidin-2′-amine with morpholine in acetonitrile gave 2-chloro-6-morpholino-4,5′-bipyrimidin-2′-amine. LCMS (m/z): 293.0 (MH+); Rt 1.92 min. The solvent is C(C)#N (acetonitrile). Product: ClC1=NC(=CC(=N1)C=1C=NC(=NC1)N)N1CCOCC1 (2-chloro-6-morpholino-4,5′-bipyrimidin-2′-amine). Reactants: C=CCON, CCO, Cl, [Na+], [OH-], O, CCC(=O)C1=C(O)CC(c2c(C)cc(C)c(Br)c2C)CC1=O. Product: C=CCON=C(CC)C1=C(O)CC(c2c(C)cc(C)c(Br)c2C)CC1=O. As a reaction SMILES: [CH2:2]([CH:3]=[CH2:4])[O:5][NH2:6].[CH3:31][CH2:32][OH:33].[ClH:1].[Na+:8].[OH-:7].[OH2:34].[OH:9][C:10]1=[C:11]([C:27]([CH2:28][CH3:29])=[O:30])[C:12](=[O:26])[CH2:13][CH:14]([c:16]2[c:17]([CH3:25])[c:18]([Br:24])[c:19]([CH3:23])[cH:20][c:21]2[CH3:22])[CH2:15]1>>[CH2:2]([CH:3]=[CH2:4])[O:5][N:6]=[C:27]([C:11]1=[C:10]([OH:9])[CH2:15][CH:14]([c:16]2[c:17]([CH3:25])[c:18]([Br:24])[c:19]([CH3:23])[cH:20][c:21]2[CH3:22])[CH2:13][C:12]1=[O:26])[CH2:28][CH3:29].